Task: describe an organic reaction: reactants, conditions, products, and yield. Dataset: the Open Reaction Database (ORD), a public repository of structured organic reaction records Product: NC(CO)(CO)C(C(CC=CCCCCCCCCCCCCC)O)O (2-Amino-2-(1,2-dihydroxy-4-octadecenyl)-1,3-propanediol). Solvent: O1CCCC1 (tetrahydrofuran). Procedure: A lactone compound (978 mg) of 2-amino-3-hydroxy-2-(1,2-dihydroxy-4-octadecenyl)propionic acid and 403 mg of lithium aluminum hydride were reacted in 33 ml of dry tetrahydrofuran according to the method of Example 274 to give 222 mg of the subject compound. RXN SMILES: [NH2:1][C:2]([CH:8]([OH:27])[CH:9]([OH:26])[CH2:10][CH:11]=[CH:12][CH2:13][CH2:14][CH2:15][CH2:16][CH2:17][CH2:18][CH2:19][CH2:20][CH2:21][CH2:22][CH2:23][CH2:24][CH3:25])([CH2:6][OH:7])[C:3](O)=[O:4].[H-].[Al+3].[Li+].[H-].[H-].[H-]>O1CCCC1>[NH2:1][C:2]([CH:8]([OH:27])[CH:9]([OH:26])[CH2:10][CH:11]=[CH:12][CH2:13][CH2:14][CH2:15][CH2:16][CH2:17][CH2:18][CH2:19][CH2:20][CH2:21][CH2:22][CH2:23][CH2:24][CH3:25])([CH2:3][OH:4])[CH2:6][OH:7] |f:1.2.3.4.5.6|. The reactants are lactone, NC(C(=O)O)(CO)C(C(CC=CCCCCCCCCCCCCC)O)O (2-amino-3-hydroxy-2-(1,2-dihydroxy-4-octadecenyl)propionic acid), [H-].[Al+3].[Li+].[H-].[H-].[H-] (lithium aluminum hydride). Reactants: FC1=CC=C(C=C1)C1CCC(N1S(=O)(=O)C1=CC=C(C=C1)C)CO ((2RS,5SR)-[5-(4-fluoro-phenyl)-1-(toluene-4-sulfonyl)-pyrrolidin-2-yl]-methanol), S(=O)(Cl)Cl (thionyl chloride). Reaction conditions: temperature 80 celsius. Product: ClCC1N(C(CC1)C1=CC=C(C=C1)F)S(=O)(=O)C1=CC=C(C=C1)C ((2RS,5SR)-2-Chloromethyl-5-(4-fluoro-phenyl)-1-(toluene-4-sulfonyl)-pyrrolidine). Isolated yield 85.0%. As a reaction SMILES: [F:1][C:2]1[CH:7]=[CH:6][C:5]([CH:8]2[N:12]([S:13]([C:16]3[CH:21]=[CH:20][C:19]([CH3:22])=[CH:18][CH:17]=3)(=[O:15])=[O:14])[CH:11]([CH2:23]O)[CH2:10][CH2:9]2)=[CH:4][CH:3]=1.S(Cl)([Cl:27])=O>>[Cl:27][CH2:23][CH:11]1[CH2:10][CH2:9][CH:8]([C:5]2[CH:6]=[CH:7][C:2]([F:1])=[CH:3][CH:4]=2)[N:12]1[S:13]([C:16]1[CH:21]=[CH:20][C:19]([CH3:22])=[CH:18][CH:17]=1)(=[O:15])=[O:14]. Reported procedure: A stirred mixture of (2RS,5SR)-[5-(4-fluoro-phenyl)-1-(toluene-4-sulfonyl)-pyrrolidin-2-yl]-methanol (1.25 g, 3.58 mmol) and thionyl chloride (2 ml) was heated for 4 h at 80° C. aqueous work-up and crystallization from ethyl acetate/hexane yielded the title compound as an off-white solid (1.12 g, yield 85%), m.p. 130° C. and MS: m/e=367 (M+). Reactants: CCOC(=O)CCCCBr, CCOC(C)=O, [H-], Nc1ccccn1, [Na+], CN(C)C=O. The product is CCOC(=O)CCCCNc1ccccn1. RXN SMILES: [Br:10][CH2:11][CH2:12][CH2:13][CH2:14][C:15](=[O:16])[O:17][CH2:18][CH3:19].[CH3:25][CH2:26][O:27][C:28]([CH3:29])=[O:30].[H-:9].[NH2:1][c:2]1[n:3][cH:4][cH:5][cH:6][cH:7]1.[Na+:8].[O:20]=[CH:21][N:22]([CH3:23])[CH3:24]>>[NH:1]([c:2]1[n:3][cH:4][cH:5][cH:6][cH:7]1)[CH2:11][CH2:12][CH2:13][CH2:14][C:15](=[O:16])[O:17][CH2:18][CH3:19]. RXN SMILES: [NH2:1][C:2]1[N:7]([CH3:8])[C:6](=[O:9])[C:5]([CH3:11])([CH3:10])[C@:4]([C:13]2[CH:18]=[C:17]([NH2:19])[CH:16]=[CH:15][C:14]=2[F:20])([CH3:12])[N:3]=1.[CH3:21][C:22]1[NH:26][C:25]([CH:27]=O)=[CH:24][N:23]=1.[B][B][B][B][B][B][B][B][B][B]>>[NH2:1][C:2]1[N:7]([CH3:8])[C:6](=[O:9])[C:5]([CH3:10])([CH3:11])[C@:4]([C:13]2[CH:18]=[C:17]([NH:19][CH2:27][C:25]3[NH:26][C:22]([CH3:21])=[N:23][CH:24]=3)[CH:16]=[CH:15][C:14]=2[F:20])([CH3:12])[N:3]=1 |^3:28,37,^1:29,30,31,32,33,34,35,36|. Procedure: The reductive amination of (S)-2-amino-6-(5-amino-2-fluoro-phenyl)-3,5,5,6-tetramethyl-5,6-dihydro-3H-pyrimidin-4-one (intermediate J) and 2-methyl-3H-imidazole-4-carbaldehyde using decaborane yielded the title compound as a white solid. MS (ESI): m/z=373.2 [M+H]+. The reactants are NC1=N[C@](C(C(N1C)=O)(C)C)(C)C1=C(C=CC(=C1)N)F ((S)-2-amino-6-(5-amino-2-fluoro-phenyl)-3,5,5,6-tetramethyl-5,6-dihydro-3H-pyrimidin-4-one), [B][B][B][B][B][B][B][B][B][B] (decaborane), NC1=N[C@](C(C(N1C)=O)(C)C)(C)C1=C(C=CC(=C1)N)F ((S)-2-amino-6-(5-amino-2-fluoro-phenyl)-3,5,5,6-tetramethyl-5,6-dihydro-3H-pyrimidin-4-one), CC1=NC=C(N1)C=O (2-methyl-3H-imidazole-4-carbaldehyde). Product: NC1=N[C@](C(C(N1C)=O)(C)C)(C)C1=C(C=CC(=C1)NCC=1NC(=NC1)C)F ((S)-2-Amino-6-{2-fluoro-5-[(2-methyl-3H-imidazol-4-ylmethyl)-amino]-phenyl}-3,5,5,6-tetramethyl-5,6-dihydro-3H-pyrimidin-4-one). Procedure: 62 ml (10 equiv.) hydrazine hydrate was added to 150 mL diethylether. The emulsion was cooled with an ice/NaCl bath to −10° C. A solution of 20.4 g 2-benzylidene-butyraldehyde in 100 mL ether was added dropwise at −10° C. and stirred at −10° C. for 3 hours. The mixture was stirred overnight (with ice bath) and allowed to slowly reach room temperature H2O was added, the organic layer was separated and the aqueous layer was extracted 2 times with diethylether. The combined organic layers were drie... Run in C(C)OCC (diethylether), CCOCC (ether). The product is C(C)C1C=NNC1C1=CC=CC=C1 (4-Ethyl-5-phenyl-4,5-dihydro-1H-pyrazole). Reactants: O.NN (hydrazine hydrate), C(C1=CC=CC=C1)=C(C=O)CC (2-benzylidene-butyraldehyde), O (H2O). Conditions: temperature -10 celsius, time 3 hour. The yield is 94.0%. Reaction SMILES: O.[NH2:2][NH2:3].[CH:4](=[C:11]([CH2:14][CH3:15])[CH:12]=O)[C:5]1[CH:10]=[CH:9][CH:8]=[CH:7][CH:6]=1.O>CCOCC>[CH2:14]([CH:11]1[CH:4]([C:5]2[CH:10]=[CH:9][CH:8]=[CH:7][CH:6]=2)[NH:3][N:2]=[CH:12]1)[CH3:15] |f:0.1|. The reactants are C1(CCCCC1)CN (cyclohexylmethylamine), C(C)(C)(C)OC(=O)C1=C(C=CC=C1)C1=CC=C(C=C1)CN1C(=C(C2=CC(=CC=C12)C(=O)O)C)C (1-((2′-(tert-butoxycarbonyl)biphenyl-4-yl)methyl)-2,3-dimethyl-1H-indole-5-carboxylic acid). The product is C1(CCCCC1)CNC(=O)C=1C=C2C(=C(N(C2=CC1)CC1=CC=C(C=C1)C=1C(=CC=CC1)C(=O)O)C)C (4′-((5-(cyclohexylmethylcarbamoyl)-2,3-dimethyl-1H-indol-1-yl)methyl)biphenyl-2-carboxylic acid). RXN SMILES: [CH:1]1([CH2:7][NH2:8])[CH2:6][CH2:5][CH2:4][CH2:3][CH2:2]1.C([O:13][C:14]([C:16]1[CH:21]=[CH:20][CH:19]=[CH:18][C:17]=1[C:22]1[CH:27]=[CH:26][C:25]([CH2:28][N:29]2[C:37]3[C:32](=[CH:33][C:34]([C:38](O)=[O:39])=[CH:35][CH:36]=3)[C:31]([CH3:41])=[C:30]2[CH3:42])=[CH:24][CH:23]=1)=[O:15])(C)(C)C>>[CH:1]1([CH2:7][NH:8][C:38]([C:34]2[CH:33]=[C:32]3[C:37](=[CH:36][CH:35]=2)[N:29]([CH2:28][C:25]2[CH:24]=[CH:23][C:22]([C:17]4[C:16]([C:14]([OH:15])=[O:13])=[CH:21][CH:20]=[CH:19][CH:18]=4)=[CH:27][CH:26]=2)[C:30]([CH3:42])=[C:31]3[CH3:41])=[O:39])[CH2:6][CH2:5][CH2:4][CH2:3][CH2:2]1. Procedure: The title compound was prepared following the same general protocol as described in Steps 8-9, Example 1, using cyclohexylmethylamine and 1-((2′-(tert-butoxycarbonyl)biphenyl-4-yl)methyl)-2,3-dimethyl-1H-indole-5-carboxylic acid. Reactants: C(C)OC(C[C@H](C=CCCCCCOCC1=CC=CC=C1)C=1C=NC(=NC1)C)=O (10-Benzyloxy-3(R)-(2-methyl-pyrimidin-5-yl)-dec-4-enoic acid ethyl ester), C1=CCC=CC1 (1,4-cyclohexadiene). The reagents and catalysts are [Pd] (Pd/C). Procedure details: A mixture of 11-5 (1.2 g, 4.9 mmol), 10% Pd/C (1.0 g), 1,4-cyclohexadiene (10 mL), and acetic acid (30 mL) was purged with argon, and then heated at 80° C. for 6 hours. Following cooling, filtration and concentration, the mixture was diluted with ethyl acetate, washed with 10%. K2CO3 and brine, and dried over magnesium sulfate. Evaporation of the solvents gave 0.65 g (88%) of 11-6 as a yellow oil. Reaction SMILES: [CH2:1]([O:3][C:4](=[O:29])[CH2:5][C@@H:6]([C:22]1[CH:23]=[N:24][C:25]([CH3:28])=[N:26][CH:27]=1)[CH:7]=[CH:8][CH2:9][CH2:10][CH2:11][CH2:12][CH2:13][O:14]CC1C=CC=CC=1)[CH3:2].C1CC=CCC=1>[Pd].C(O)(=O)C>[CH2:1]([O:3][C:4](=[O:29])[CH2:5][C@@H:6]([C:22]1[CH:23]=[N:24][C:25]([CH3:28])=[N:26][CH:27]=1)[CH2:7][CH2:8][CH2:9][CH2:10][CH2:11][CH2:12][CH2:13][OH:14])[CH3:2]. Solvent: C(C)(=O)O (acetic acid). Isolated yield 43.0%. Reaction conditions: temperature 80 celsius. Yields the product C(C)OC(C[C@H](CCCCCCCO)C=1C=NC(=NC1)C)=O (10-Hydroxy-3(S)-(2-methyl-pyrimidin-5-yl)-decanoic acid ethyl ester). The reactants are CC(C)COc1cc(-c2ccc(NCCN(CC(O)c3cccc(Cl)c3)C(=O)OC(C)(C)C)cc2)ccc1C(=O)O, O=C(n1ccnc1)n1ccnc1, CC(=O)OCCCS(N)(=O)=O, CN(C)C=O, C1CCC2=NCCCN2CC1. Yields the product CC(=O)OCCCS(=O)(=O)NC(=O)c1ccc(-c2ccc(NCCN(CC(O)c3cccc(Cl)c3)C(=O)OC(C)(C)C)cc2)cc1OCC(C)C. Reaction SMILES: [C:1]([CH3:2])([CH3:3])([CH3:4])[O:5][C:6](=[O:7])[N:8]([CH2:9][CH2:10][NH:11][c:12]1[cH:13][cH:14][c:15](-[c:18]2[cH:19][c:20]([O:27][CH2:28][CH:29]([CH3:30])[CH3:31])[c:21]([C:24](=[O:25])[OH:26])[cH:22][cH:23]2)[cH:16][cH:17]1)[CH2:32][CH:33]([OH:34])[c:35]1[cH:36][c:37]([Cl:41])[cH:38][cH:39][cH:40]1.[C:42]([n:43]1[cH:44][cH:45][n:46][cH:47]1)([n:48]1[cH:49][cH:50][n:51][cH:52]1)=[O:53].[C:65]([CH3:66])(=[O:67])[O:68][CH2:69][CH2:70][CH2:71][S:72](=[O:73])(=[O:74])[NH2:75].[CH3:76][N:77]([CH3:78])[CH:79]=[O:80].[N:54]1=[C:64]2[N:58]([CH2:57][CH2:56][CH2:55]1)[CH2:59][CH2:60][CH2:61][CH2:62][CH2:63]2>>[C:1]([CH3:2])([CH3:3])([CH3:4])[O:5][C:6](=[O:7])[N:8]([CH2:9][CH2:10][NH:11][c:12]1[cH:13][cH:14][c:15](-[c:18]2[cH:19][c:20]([O:27][CH2:28][CH:29]([CH3:30])[CH3:31])[c:21]([C:24](=[O:26])[NH:75][S:72]([CH2:71][CH2:70][CH2:69][O:68][C:65]([CH3:66])=[O:67])(=[O:73])=[O:74])[cH:22][cH:23]2)[cH:16][cH:17]1)[CH2:32][CH:33]([OH:34])[c:35]1[cH:36][c:37]([Cl:41])[cH:38][cH:39][cH:40]1. Starting materials: ClC=1C(=NC=C(C1)C(F)(F)F)C(CNC(C1=C(C=CC=C1)C(F)(F)F)=O)[N+](=O)[O-] (N-[2-[3-chloro-5-(trifluoromethyl)pyridin-2-yl]-2-nitroethyl]-2-(trifluoromethyl)benzamide), CN(C=O)C.O (N,N-dimethylformamide water), N(=O)[O-].[Na+] (sodium nitrite). Run in mixture, O (water). Conditions: temperature 47.5 celsius, time 12 hour. Product: ClC=1C(=NC=C(C1)C(F)(F)F)C(CNC(C1=C(C=CC=C1)C(F)(F)F)=O)=NO (N-[2-[3-chloro-5-(trifluoromethyl)pyridin-2-yl]-2-(hydroxyimino)ethyl]-2-(trifluoromethyl)benzamide). Yield: 58.2%. Reaction SMILES: [Cl:1][C:2]1[C:3]([CH:12]([N+:27]([O-])=[O:28])[CH2:13][NH:14][C:15](=[O:26])[C:16]2[CH:21]=[CH:20][CH:19]=[CH:18][C:17]=2[C:22]([F:25])([F:24])[F:23])=[N:4][CH:5]=[C:6]([C:8]([F:11])([F:10])[F:9])[CH:7]=1.CN(C)C=O.O.N([O-])=O.[Na+]>O>[Cl:1][C:2]1[C:3]([C:12](=[N:27][OH:28])[CH2:13][NH:14][C:15](=[O:26])[C:16]2[CH:21]=[CH:20][CH:19]=[CH:18][C:17]=2[C:22]([F:24])([F:25])[F:23])=[N:4][CH:5]=[C:6]([C:8]([F:9])([F:11])[F:10])[CH:7]=1 |f:1.2,3.4|. Procedure: To 19.80 g of N-[2-[3-chloro-5-(trifluoromethyl)pyridin-2-yl]-2-nitroethyl]-2-(trifluoromethyl)benzamide in 100 ml of a mixture of N,N-dimethylformamide-water (7:1), 21.65 g of sodium nitrite was added, and the mixture was stirred at from 45 to 50° C. for 12 hours. After completion of the reaction, the reaction mixture was allowed to cool to room temperature, poured into 150 ml of water and extracted with ethyl acetate (100 ml×2). The resulting organic layers were combined, washed with water (10... RXN SMILES: [OH:1][C@@:2]1([CH2:9][NH:10][C:11]([C:13]2[C:14]3[CH:15]=[CH:16][C:17](Cl)=[N:18][C:19]=3[CH:20]=[CH:21][C:22]=2[Cl:23])=[O:12])[CH2:7][CH2:6][CH2:5][C@H:4]([CH3:8])[CH2:3]1.CCN(C(C)C)C(C)C.[F:34][C:35]1([F:40])[CH2:39][CH2:38][NH:37][CH2:36]1>>[OH:1][C@@:2]1([CH2:9][NH:10][C:11]([C:13]2[C:14]3[CH:15]=[CH:16][C:17]([N:37]4[CH2:38][CH2:39][C:35]([F:40])([F:34])[CH2:36]4)=[N:18][C:19]=3[CH:20]=[CH:21][C:22]=2[Cl:23])=[O:12])[CH2:7][CH2:6][CH2:5][C@H:4]([CH3:8])[CH2:3]1. Reported procedure: The title compound was synthesized according to the procedure described in example 1 using 2,6-Dichloro-quinoline-5-carboxylic acid ((1S,3S)-1-hydroxy-3-methyl-cyclohexylmethyl)-amide, DIPEA and 3,3-difluoropyrrolidine. 1H NMR (400 MHz, DMSO-d6): δ 8.54 (t, J=6.01 Hz, 1H), 7.89 (d, J=9.32 Hz, 1H), 7.54-7.61 (m, 2H), 7.04 (d, J=9.21 Hz, 1H), 4.16 (s, 1H), 3.96-4.03 (m, 2H), 3.45 (t, J=5.00 Hz, 2H), 3.27-3.28 (m, 2H), 2.56-2.59 (m, 3H), 1.73-1.75 (m, 1H), 1.52-1.61 (m, 4H), 1.46-1.47 (m, 1H), 1.34... Yields the product O[C@@]1(C[C@H](CCC1)C)CNC(=O)C=1C=2C=CC(=NC2C=CC1Cl)N1CC(CC1)(F)F (6-Chloro-2-(3,3-difluoro-pyrrolidin-1-yl)-quinoline-5-carboxylic acid ((1S,3S)-1-hydroxy-3-methyl-cyclohexylmethyl)-amide). Reactants: O[C@@]1(C[C@H](CCC1)C)CNC(=O)C=1C=2C=CC(=NC2C=CC1Cl)Cl (2,6-Dichloro-quinoline-5-carboxylic acid ((1S,3S)-1-hydroxy-3-methyl-cyclohexylmethyl)-amide), CCN(C(C)C)C(C)C (DIPEA), FC1(CNCC1)F (3,3-difluoropyrrolidine).